Dataset: the Open Reaction Database (ORD), a public repository of structured organic reaction records. Task: describe an organic reaction: reactants, conditions, products, and yield The reactants are C(C)(C)(C)N (tert. butylamine), COC=1C=C(C=C(C1)OC)S(=O)(=O)Cl (3,5-dimethoxy-benzene sulfonic acid chloride). Run in O1CCOCC1 (dioxane), O1CCOCC1 (dioxane). Reaction conditions: temperature 60 celsius. Yields the product C(C)(C)(C)NS(=O)(=O)C1=CC(=CC(=C1)OC)OC (N-tert. Butyl-3,5-dimethoxy-benzene sulfonamide). As a reaction SMILES: [C:1]([NH2:5])([CH3:4])([CH3:3])[CH3:2].[CH3:6][O:7][C:8]1[CH:9]=[C:10]([S:16](Cl)(=[O:18])=[O:17])[CH:11]=[C:12]([O:14][CH3:15])[CH:13]=1>O1CCOCC1>[C:1]([NH:5][S:16]([C:10]1[CH:9]=[C:8]([O:7][CH3:6])[CH:13]=[C:12]([O:14][CH3:15])[CH:11]=1)(=[O:18])=[O:17])([CH3:4])([CH3:3])[CH3:2]. Reported procedure: A solution of 7.3 gm (0.1 mol) of tert. butylamine in 20 ml of dioxane was added dropwise to a solution of 10.0 gm (42 mmols) of 3,5-dimethoxy-benzene sulfonic acid chloride in 100 ml dioxane at 40° C. over a period of 15 minutes. After the reaction temperature began to drop the reaction mixture was heated at 45° C. for 1.5 hours and at 60° C. for 2 hours. After cooling and filtering, the filtrate was evaporated in vacuo. The residue was recrystallized from cyclohexane. The reactants are O=C1C(CSC1)C(=O)OC (methyl tetrahydro-4-oxo-3-thiophenecarboxylate), C(C)(=O)OC(=C)C (isopropenyl acetate), C1(=CC=C(C=C1)S(=O)(=O)O)C (p-toluenesulfonic acid). Reaction conditions: temperature -25 celsius. The product is COC(=O)C1=CSC=C1OC(C)=O (4-acetoxy-3-thiophenecarboxylic acid methyl ester). As a reaction SMILES: [O:1]=[C:2]1[CH2:6][S:5][CH2:4][CH:3]1[C:7]([O:9][CH3:10])=[O:8].[C:11](OC(C)=C)(=[O:13])[CH3:12].C1(C)C=CC(S(O)(=O)=O)=CC=1>>[CH3:10][O:9][C:7]([C:3]1[C:2]([O:1][C:11](=[O:13])[CH3:12])=[CH:6][S:5][CH:4]=1)=[O:8]. Procedure details: A 320 g. portion of methyl tetrahydro-4-oxo-3-thiophenecarboxylate [Hromatka et al., Monat. Chemie, 104, 1520 (1973)] is dissolved in 650 ml. of isopropenyl acetate, 2.0 g. of p-toluenesulfonic acid is added and the mixture is refluxed overnight. The mixture is concentrated, dissolved in 750 ml. of methylene chloride, cooled to -25° C. and 160 ml. of sulfuryl chloride is added over a one hour period. The methylene chloride is distilled off giving 4-acetoxy-3-thiophenecarboxylic acid methyl ester...